This data is from the Open Reaction Database (ORD), a public repository of structured organic reaction records. The task is: describe an organic reaction: reactants, conditions, products, and yield Starting materials: O=C(O)CCC(O)=NBr, Cc1ccc(C2=NOC(c3cc(Cl)cc(Cl)c3)(C(F)(F)F)C2)cc1F, C=C(c1cc(Cl)cc(Cl)c1)C(F)(F)F, ClCCCl, CC(C)(C#N)N=NC(C)(C)C#N, O. The product is Fc1cc(C2=NOC(c3cc(Cl)cc(Cl)c3)(C(F)(F)F)C2)ccc1CBr. Reaction SMILES: [Br:40][N:41]=[C:42]([OH:43])[CH2:44][CH2:45][C:46]([OH:47])=[O:48].[Cl:1][c:2]1[cH:3][c:4]([C:9]2([C:22]([F:23])([F:24])[F:25])[CH2:10][C:11]([c:14]3[cH:15][c:16]([F:21])[c:17]([CH3:20])[cH:18][cH:19]3)=[N:12][O:13]2)[cH:5][c:6]([Cl:8])[cH:7]1.[Cl:26][c:27]1[cH:28][c:29]([C:30]([C:31]([F:32])([F:33])[F:34])=[CH2:35])[cH:36][c:37]([Cl:38])[cH:39]1.[Cl:61][CH2:62][CH2:63][Cl:64].[N:49]#[C:50][C:51]([N:52]=[N:53][C:54]([C:55]#[N:56])([CH3:57])[CH3:58])([CH3:59])[CH3:60].[OH2:65]>>[Cl:1][c:2]1[cH:3][c:4]([C:9]2([C:22]([F:23])([F:24])[F:25])[CH2:10][C:11]([c:14]3[cH:15][c:16]([F:21])[c:17]([CH2:20][Br:40])[cH:18][cH:19]3)=[N:12][O:13]2)[cH:5][c:6]([Cl:8])[cH:7]1. The reactants are Cc1ccc(N(CC(=O)O)S(=O)(=O)c2ccc(C(C)(C)C)cc2)cc1, CCNCc1ccccn1. The product is CCN(Cc1ccccn1)C(=O)CN(c1ccc(C)cc1)S(=O)(=O)c1ccc(C(C)(C)C)cc1. RXN SMILES: [C:1]([CH3:2])([CH3:3])([CH3:4])[c:5]1[cH:6][cH:7][c:8]([S:11](=[O:12])(=[O:13])[N:14]([c:15]2[cH:16][cH:17][c:18]([CH3:21])[cH:19][cH:20]2)[CH2:22][C:23](=[O:24])[OH:25])[cH:9][cH:10]1.[CH2:26]([CH3:27])[NH:28][CH2:29][c:30]1[n:31][cH:32][cH:33][cH:34][cH:35]1>>[C:1]([CH3:2])([CH3:3])([CH3:4])[c:5]1[cH:6][cH:7][c:8]([S:11](=[O:12])(=[O:13])[N:14]([c:15]2[cH:16][cH:17][c:18]([CH3:21])[cH:19][cH:20]2)[CH2:22][C:23](=[O:24])[N:28]([CH2:26][CH3:27])[CH2:29][c:30]2[n:31][cH:32][cH:33][cH:34][cH:35]2)[cH:9][cH:10]1. Reactants: [BH4-].[Na+] (Sodium borohydride), C(C1=CC=CC=C1)OC1=C(C=O)C=CC(=C1)F (2-(Benzyloxy)-4-fluorobenzaldehyde). Solvent: C(C)O (ethanol). Run at time 8 hour. Product: C(C1=CC=CC=C1)OC1=C(C=CC(=C1)F)CO ([2-(Benzyloxy)-4-fluorophenyl]methanol). As a reaction SMILES: [BH4-].[Na+].[CH2:3]([O:10][C:11]1[CH:18]=[C:17]([F:19])[CH:16]=[CH:15][C:12]=1[CH:13]=[O:14])[C:4]1[CH:9]=[CH:8][CH:7]=[CH:6][CH:5]=1>C(O)C>[CH2:3]([O:10][C:11]1[CH:18]=[C:17]([F:19])[CH:16]=[CH:15][C:12]=1[CH2:13][OH:14])[C:4]1[CH:5]=[CH:6][CH:7]=[CH:8][CH:9]=1 |f:0.1|. Reported procedure: Sodium borohydride (0.223 g) was added to a solution of the product from step (ii) (1.07 g) in dry ethanol (30 ml) and the mixture was stirred at RT overnight. The mixture was partitioned between 2M hydrochloric acid/ethyl acetate, the organics separated, dried and evaporated under reduced pressure, yield 1.08 g. Reactants: NC[C@@H]1[C@H]2C[C@H]2CN1C(=O)C=1N=C(SC1C=1C=C(C=CC1)C)C (((1S,2S,5R)-2-Aminomethyl-3-aza-bicyclo[3.1.0]hex-3-yl)-(2-methyl-5-m-tolyl-thiazol-4-yl)-methanone), CC1=C(N=C2SC=CN21)C(=O)O (5-Methyl-imidazo[2,1-b]thiazole-6-carboxylic acid). Yields the product CC=1SC(=C(N1)C(=O)N1[C@@H]([C@H]2C[C@H]2C1)CNC(=O)C=1N=C2SC=CN2C1C)C=1C=C(C=CC1)C (5-Methyl-imidazo[2,1-b]thiazole-6-carboxylic Acid[(1S,2S,5R)-3-(2-methyl-5-m-tolyl-thiazole-4-carbonyl)-3-aza-bicyclo[3.1.0]hex-2-ylmethyl]-amide). As a reaction SMILES: [NH2:1][CH2:2][C@H:3]1[N:8]([C:9]([C:11]2[N:12]=[C:13]([CH3:23])[S:14][C:15]=2[C:16]2[CH:17]=[C:18]([CH3:22])[CH:19]=[CH:20][CH:21]=2)=[O:10])[CH2:7][C@H:6]2[C@@H:4]1[CH2:5]2.[CH3:24][C:25]1[N:32]2[C:28]([S:29][CH:30]=[CH:31]2)=[N:27][C:26]=1[C:33](O)=[O:34]>>[CH3:23][C:13]1[S:14][C:15]([C:16]2[CH:17]=[C:18]([CH3:22])[CH:19]=[CH:20][CH:21]=2)=[C:11]([C:9]([N:8]2[CH2:7][C@H:6]3[C@H:4]([CH2:5]3)[C@H:3]2[CH2:2][NH:1][C:33]([C:26]2[N:27]=[C:28]3[N:32]([C:25]=2[CH3:24])[CH:31]=[CH:30][S:29]3)=[O:34])=[O:10])[N:12]=1. Reported procedure: prepared by reaction of ((1S,2S,5R)-2-Aminomethyl-3-aza-bicyclo[3.1.0]hex-3-yl)-(2-methyl-5-m-tolyl-thiazol-4-yl)-methanone with 5-Methyl-imidazo[2,1-b]thiazole-6-carboxylic acid. LC-MS (basic): tR=0.84 min; [M+H]+=491.9. Starting materials: ClCCl, COc1cc2c(=O)n(COC(=O)C(C)(C)C)cnc2cc1OCCCN1CCOCC1, CO. The product is COc1cc2c(=O)[nH]cnc2cc1OCCCN1CCOCC1. As a reaction SMILES: [CH2:34]([Cl:35])[Cl:36].[CH3:1][O:2][c:3]1[cH:4][c:5]2[c:6](=[O:31])[n:7]([CH2:23][O:24][C:25](=[O:26])[C:27]([CH3:28])([CH3:29])[CH3:30])[cH:8][n:9][c:10]2[cH:11][c:12]1[O:13][CH2:14][CH2:15][CH2:16][N:17]1[CH2:18][CH2:19][O:20][CH2:21][CH2:22]1.[CH3:32][OH:33]>>[CH3:1][O:2][c:3]1[cH:4][c:5]2[c:6](=[O:31])[nH:7][cH:8][n:9][c:10]2[cH:11][c:12]1[O:13][CH2:14][CH2:15][CH2:16][N:17]1[CH2:18][CH2:19][O:20][CH2:21][CH2:22]1.